This data is from the Open Reaction Database (ORD), a public repository of structured organic reaction records. The task is: describe an organic reaction: reactants, conditions, products, and yield Reactants: C(CC)C1=NC2=C(N1CC1=CC=C(C=C1)C=1C(=CC=CC1)C(=O)OC)C=C(C=C2Cl)N2C(C=1C(C2=O)=CC=CC1)=O (methyl 4'-[(2-n-propyl-4-chloro-6-phthalimido-1H -benzimidazol-1-yl)-methyl]-biphenyl-2-carboxylate), CN (methylamine). Solvent: C(C)O (ethanol). Run at time 3 hour. The product is C(CC)C1=NC2=C(N1CC1=CC=C(C=C1)C=1C(=CC=CC1)C(=O)OC)C=C(C=C2Cl)N (Methyl 4'-[(2-n-propyl-4-chloro-6-amino-1H-benzimidazol-1-yl) -methyl]-biphenyl-2-carboxylate). RXN SMILES: [CH2:1]([C:4]1[N:8]([CH2:9][C:10]2[CH:15]=[CH:14][C:13]([C:16]3[C:17]([C:22]([O:24][CH3:25])=[O:23])=[CH:18][CH:19]=[CH:20][CH:21]=3)=[CH:12][CH:11]=2)[C:7]2[CH:26]=[C:27]([N:31]3C(=O)C4=CC=CC=C4C3=O)[CH:28]=[C:29]([Cl:30])[C:6]=2[N:5]=1)[CH2:2][CH3:3].CN>C(O)C>[CH2:1]([C:4]1[N:8]([CH2:9][C:10]2[CH:11]=[CH:12][C:13]([C:16]3[C:17]([C:22]([O:24][CH3:25])=[O:23])=[CH:18][CH:19]=[CH:20][CH:21]=3)=[CH:14][CH:15]=2)[C:7]2[CH:26]=[C:27]([NH2:31])[CH:28]=[C:29]([Cl:30])[C:6]=2[N:5]=1)[CH2:2][CH3:3]. Procedure: 2.05 g of methyl 4'-[(2-n-propyl-4-chloro-6-phthalimido-1H -benzimidazol-1-yl)-methyl]-biphenyl-2-carboxylate are dissolved in 125 ml of ethanol and mixed with 5 ml of a 40% aqueous methylamine solution. The reaction mixture is stirred for 3 hours at ambient temperature and then stirred into saline solution. After extracting 3 times with ethyl acetate the combined organic phases are dried over sodium sulphate and evaporated down. The residue is stirred with petroleum ether/ether (1:4) for 24 hou... The reactants are CSc1ccc(OC(C)c2ccnc3ncnn23)cc1, ClCCl, O=C(OO)c1cccc(Cl)c1. Yields the product CC(Oc1ccc(S(C)=O)cc1)c1ccnc2ncnn12. As a reaction SMILES: [CH3:12][S:13][c:14]1[cH:15][cH:16][c:17]([O:18][CH:19]([CH3:20])[c:21]2[cH:22][cH:23][n:24][c:25]3[n:26]2[n:27][cH:28][n:29]3)[cH:30][cH:31]1.[Cl:32][CH2:33][Cl:34].[OH:1][O:2][C:3]([c:4]1[cH:5][c:6]([Cl:7])[cH:8][cH:9][cH:10]1)=[O:11]>>[O:1]=[S:13]([CH3:12])[c:14]1[cH:15][cH:16][c:17]([O:18][CH:19]([CH3:20])[c:21]2[cH:22][cH:23][n:24][c:25]3[n:26]2[n:27][cH:28][n:29]3)[cH:30][cH:31]1. RXN SMILES: C1CC[CH:4]([N:7]=C=NC2CCCCC2)CC1.[CH2:16]([O:23][C:24]1[CH:29]=[CH:28][C:27]([C:30]2[C:31]([F:40])([C:37]([OH:39])=O)[CH:32]([F:36])[CH:33]=[CH:34][CH:35]=2)=[CH:26][CH:25]=1)[CH2:17][CH2:18][CH2:19][CH2:20][CH2:21][CH3:22].FC1C(F)=CC=CC=1C1C=CC(OCCCCCCC)=CC=1.CN(CCN(C)C)C.[C:71](=[O:73])=[O:72]>C(Cl)Cl.C1COCC1.CCCCCC>[CH2:16]([O:23][C:24]1[CH:25]=[CH:26][C:27]([C:30]2[CH:35]=[CH:34][C:33]([C:71]([OH:73])=[O:72])=[C:32]([F:36])[C:31]=2[F:40])=[CH:28][CH:29]=1)[CH2:17][CH2:18][CH2:19][CH2:20][CH2:21][CH3:22].[C:4]([C:31]([CH3:30])([CH2:32][CH2:33][CH2:34][CH3:35])[CH2:37][OH:39])#[N:7]. Procedure: 0.1 mol of DCC, dissolved in methylene chloride, is added to a mixture of 0.1 mol of 4'-heptyloxy-2,3-difluorobiphenylcarboxylic acid (preparation: 0.1 mol of 2,3-difluoro-4'-heptyloxybiphenyl and 0.1 mol of TMEDA are dissolved in 200 ml of THF and the solution is cooled to -78° C. and reacted with 0.105 mol of a 1.6 N solution of Buli in hexane at this temperature. The reaction mixture is stirred at -78° C. for 3 hours and is then poured all at once onto 200 g of crushed dry ice. Customary work... Run at temperature -78 celsius, time 3 hour. Reactants: FC1=C(C=CC=C1F)C1=CC=C(C=C1)OCCCCCCC (2,3-difluoro-4'-heptyloxybiphenyl), CN(C)CCN(C)C (TMEDA), solution, C(=O)=O (dry ice), C(CCCCCC)OC1=CC=C(C=C1)C=1C(C(C=CC1)F)(C(=O)O)F (4'-heptyloxy-2,3-difluorobiphenylcarboxylic acid), C1CCC(CC1)N=C=NC2CCCCC2 (DCC). Product: C(CCCCCC)OC1=CC=C(C=C1)C1=C(C(=C(C=C1)C(=O)O)F)F (4'-heptyloxy-2,3-difluoro-biphenyl-4-carboxylic acid), C(#N)C(CO)(CCCC)C (2-cyano-2-methylhexan-1-ol). Run in C1CCOC1 (THF), CCCCCC (hexane), C(Cl)Cl (methylene chloride). Starting materials: O (water), S1C=CC2=C1C(NCCC2)=O (4,5,6,7-tetrahydro-8H-thieno[2,3-c]azepin-8-one), ClCCCC(=O)Cl (4-chlorobutyryl chloride), [Cl-].[Al+3].[Cl-].[Cl-] (aluminum chloride). Solvent: ClCCl (dichloromethane). Conditions: time 30 minute. Yields the product ClCCCC(=O)C1=CC2=C(C(NCCC2)=O)S1 (2-(4-chlorobutyryl)-4,5,6,7-tetrahydro-8H-thieno[2,3-c]azepin-8-one). Yield: 36.9%. As a reaction SMILES: [S:1]1[C:5]2[C:6](=[O:11])[NH:7][CH2:8][CH2:9][CH2:10][C:4]=2[CH:3]=[CH:2]1.[Cl:12][CH2:13][CH2:14][CH2:15][C:16](Cl)=[O:17].[Cl-].[Al+3].[Cl-].[Cl-].O>ClCCl>[Cl:12][CH2:13][CH2:14][CH2:15][C:16]([C:2]1[S:1][C:5]2[C:6](=[O:11])[NH:7][CH2:8][CH2:9][CH2:10][C:4]=2[CH:3]=1)=[O:17] |f:2.3.4.5|. Reported procedure: To a solution of 2 g of 4,5,6,7-tetrahydro-8H-thieno[2,3-c]azepin-8-one and 2.5 g of 4-chlorobutyryl chloride in 25 ml of dichloromethane was added 4.8 g of aluminum chloride under cooling. The mixture was stirred for 30 minutes, refluxed under heating and poured into water, and then extracted with chloroform. The extract was washed with water, dried over magnesium sulfate and concentrated. The residue was crystallized from ethyl acetate-isopropyl ether to give 1.2 g of 2-(4-chlorobutyryl)-4,5,6... Conditions: temperature -78 celsius, time 30 minute. Reaction SMILES: [Cl-].[CH3:2][O:3]C[P+](C1C=CC=CC=1)(C1C=CC=CC=1)C1C=CC=CC=1.C([N-]C(C)C)(C)C.[Li+].[CH2:32]([O:39][CH:40]1[CH2:45][CH2:44][C:43](=O)[CH2:42][CH2:41]1)[C:33]1[CH:38]=[CH:37][CH:36]=[CH:35][CH:34]=1>C1COCC1.Cl.O>[CH2:32]([O:39][CH:40]1[CH2:45][CH2:44][CH:43]([CH:2]=[O:3])[CH2:42][CH2:41]1)[C:33]1[CH:38]=[CH:37][CH:36]=[CH:35][CH:34]=1 |f:0.1,2.3|. Reported procedure: To a stirred suspension of methoxymethyl triphenylphosphonium chloride (13.8 g, 40 mmol) in dry THF (80 ml) is added dropwise a solution of lithium diisopropylamide (24.4 ml, 44 mmol, 1.8 M in hexane/THF/ethylbenzene), at 0-5° C. The resulting reaction mixture is stirred for 30 minutes and then cooled to −78° C. At this temperature, a solution of 4-benzyloxy-cyclohexanone (6.1 g, mmol) in tetrahydrofuran (30 ml) is added over a period of 30 minutes. Once the addition is completed the reaction mi... Isolated yield 87.4%. The product is C(C1=CC=CC=C1)OC1CCC(CC1)C=O (4-benzyloxy-cyclohexanecarbaldehyde). Solvent: aqueous solution, Cl (hydrochloric acid), O (water), C1CCOC1 (THF), O1CCCC1 (tetrahydrofuran). The reactants are C(C)(C)[N-]C(C)C.[Li+] (lithium diisopropylamide), [Cl-].COC[P+](C1=CC=CC=C1)(C1=CC=CC=C1)C1=CC=CC=C1 (methoxymethyl triphenylphosphonium chloride), C(C1=CC=CC=C1)OC1CCC(CC1)=O (4-benzyloxy-cyclohexanone). The reactants are ClC=1C=CC2=C(COC3=CC(=CC=C23)B2OC(C(O2)(C)C)(C)C)C1 (2-(8-chloro-6H-benzo[c]chromen-3-yl)-4,4,5,5-tetramethyl-1,3,2-dioxaborolane), BrC=1N=C(NC1)[C@H]1N(CCC1)C(=O)OC(C)(C)C ((S)-tert-butyl 2-(4-bromo-1H-imidazol-2-yl)pyrrolidine-1-carboxylate), C([O-])([O-])=O.[K+].[K+] (potassium carbonate). The reagents and catalysts are [Pd].C1(=CC=CC=C1)P(C1=CC=CC=C1)C1=CC=CC=C1.C1(=CC=CC=C1)P(C1=CC=CC=C1)C1=CC=CC=C1.C1(=CC=CC=C1)P(C1=CC=CC=C1)C1=CC=CC=C1.C1(=CC=CC=C1)P(C1=CC=CC=C1)C1=CC=CC=C1 (tetrakis(triphenylphosphine) palladium(0)), C1=CC=C(C=C1)P([C-]2C=CC=C2)C3=CC=CC=C3.C1=CC=C(C=C1)P([C-]2C=CC=C2)C3=CC=CC=C3.Cl[Pd]Cl.[Fe+2] (dichloro[1,1′-bis(diphenylphosphino)ferrocene]palladium(II)). Solvent: COCCOC (1,2-dimethoxyethane), CN(C=O)C (dimethylformamide). Reaction conditions: temperature 85 celsius. Product: ClC=1C=CC2=C(COC3=CC(=CC=C23)C2=CN=C(N2)[C@H]2N(CCC2)C(=O)OC(C)(C)C)C1 ((S)-tert-butyl 2-(5-(8-chloro-6H-benzo[c]chromen-3-yl)-1H-imidazol-2-yl)pyrrolidine-1-carboxylate). The yield is 60.9%. Reaction SMILES: [Cl:1][C:2]1[CH:3]=[CH:4][C:5]2[C:14]3[C:9](=[CH:10][C:11](B4OC(C)(C)C(C)(C)O4)=[CH:12][CH:13]=3)[O:8][CH2:7][C:6]=2[CH:24]=1.Br[C:26]1[N:27]=[C:28]([C@@H:31]2[CH2:35][CH2:34][CH2:33][N:32]2[C:36]([O:38][C:39]([CH3:42])([CH3:41])[CH3:40])=[O:37])[NH:29][CH:30]=1.C(=O)([O-])[O-].[K+].[K+]>COCCOC.CN(C)C=O.[Pd].C1(P(C2C=CC=CC=2)C2C=CC=CC=2)C=CC=CC=1.C1(P(C2C=CC=CC=2)C2C=CC=CC=2)C=CC=CC=1.C1(P(C2C=CC=CC=2)C2C=CC=CC=2)C=CC=CC=1.C1(P(C2C=CC=CC=2)C2C=CC=CC=2)C=CC=CC=1.C1C=CC(P(C2C=CC=CC=2)[C-]2C=CC=C2)=CC=1.C1C=CC(P(C2C=CC=CC=2)[C-]2C=CC=C2)=CC=1.Cl[Pd]Cl.[Fe+2]>[Cl:1][C:2]1[CH:3]=[CH:4][C:5]2[C:14]3[C:9](=[CH:10][C:11]([C:30]4[NH:29][C:28]([C@@H:31]5[CH2:35][CH2:34][CH2:33][N:32]5[C:36]([O:38][C:39]([CH3:42])([CH3:41])[CH3:40])=[O:37])=[N:27][CH:26]=4)=[CH:12][CH:13]=3)[O:8][CH2:7][C:6]=2[CH:24]=1 |f:2.3.4,7.8.9.10.11,12.13.14.15|. Procedure details: To a solution of 2-(8-chloro-6H-benzo[c]chromen-3-yl)-4,4,5,5-tetramethyl-1,3,2-dioxaborolane (773 mg, 2.24 mmol), (S)-tert-butyl 2-(4-bromo-1H-imidazol-2-yl)pyrrolidine-1-carboxylate (886 mg, 2.8 mmol), tetrakis(triphenylphosphine) palladium(0) (65 mg, 0.05 mmol) and dichloro[1,1′-bis(diphenylphosphino)ferrocene]palladium(II) (82 mg, 0.11 mmol) in a mixture of 1,2-dimethoxyethane (10.0 mL) and dimethylformamide (2 mL) was added a solution of potassium carbonate (2M in water, 3.5 mL, 7.0 mmol). ...